This data is from the Open Reaction Database (ORD), a public repository of structured organic reaction records. The task is: describe an organic reaction: reactants, conditions, products, and yield The reactants are FC(C(=O)NCC(=O)NC[C@]1([C@H](C[C@@H](O1)N1C(=O)NC(=O)C(C)=C1)O)CO)(F)F (4′-C-(N-trifluoroacetylglycylaminomethyl)thymidine). The solvent is N (ammonia). Conditions: time 8 hour. The product is NCC(=O)NC[C@]1([C@H](C[C@@H](O1)N1C(=O)NC(=O)C(C)=C1)O)CO (4′-C-(N-Glycylaminomethyl)thymidine), resin. The yield is 67.0%. RXN SMILES: FC(F)(F)C([NH:5][CH2:6][C:7]([NH:9][CH2:10][C@:11]1([CH2:26][OH:27])[O:15][C@@H:14]([N:16]2[CH:24]=[C:22]([CH3:23])[C:20](=[O:21])[NH:19][C:17]2=[O:18])[CH2:13][C@@H:12]1[OH:25])=[O:8])=O>N>[NH2:5][CH2:6][C:7]([NH:9][CH2:10][C@:11]1([CH2:26][OH:27])[O:15][C@@H:14]([N:16]2[CH:24]=[C:22]([CH3:23])[C:20](=[O:21])[NH:19][C:17]2=[O:18])[CH2:13][C@@H:12]1[OH:25])=[O:8]. Procedure: 4′-C-(N-trifluoroacetylglycylaminomethyl)thymidine (5) (17 mg, 0.4 mmol) was dissolved in concentrated aqueous ammonia solution (1 mL) and allowed to stand overnight at ambient temperature. The reaction mixture was then lyophilised to give the title compound (22) as a colourless resin (0.0088 g, 67%). δH(300 MHz, D2O) 7.46(1H, s, H-6), 6.14(1H, dd, H-1′), 4.48(1H, dd, H-3′), 3.70(2H, s, glycyl CH2), 3.47(2H, 2d, H-5′), 3.40(2H, 2d, 4′-C—CH2), 2.35(2H, m, H-2′), 1.73(3H, s, 5-CH3); ES +ve m/z 329... The reactants are ClCCl, Cl, CCOC(=O)NCC(NC(=O)OC(C)(C)C)c1cccc(C(F)(F)F)c1, C1COCCO1. Product: Cl, CCOC(=O)NCC(N)c1cccc(C(F)(F)F)c1. Reaction SMILES: [Cl:28][CH2:29][Cl:30].[ClH:27].[F:1][C:2]([c:3]1[cH:4][c:5]([CH:9]([CH2:10][NH:11][C:12]([O:13][CH2:14][CH3:15])=[O:16])[NH:17][C:18](=[O:19])[O:20][C:21]([CH3:22])([CH3:23])[CH3:24])[cH:6][cH:7][cH:8]1)([F:25])[F:26].[O:31]1[CH2:32][CH2:33][O:34][CH2:35][CH2:36]1>>[ClH:27].[F:1][C:2]([c:3]1[cH:4][c:5]([CH:9]([CH2:10][NH:11][C:12]([O:13][CH2:14][CH3:15])=[O:16])[NH2:17])[cH:6][cH:7][cH:8]1)([F:25])[F:26]. The reactants are COC1=CC=CC=2C(COC21)=O (7-methoxy-1-benzofuran-3(2H)-one), C(#N)CC(=O)O (cyanoacetic acid), C(C)(=O)[O-].[NH4+] (ammonium acetate). Solvent: C=1(C(=CC=CC1)C)C (xylene). Product: COC1=CC=CC=2C(=COC21)CC#N ((7-methoxy-1-benzofuran-3-yl)acetonitrile). The yield is 30.0%. Reaction SMILES: [CH3:1][O:2][C:3]1[C:11]2[O:10][CH2:9][C:8](=O)[C:7]=2[CH:6]=[CH:5][CH:4]=1.[C:13]([CH2:15]C(O)=O)#[N:14].C([O-])(=O)C.[NH4+]>C1(C)C(C)=CC=CC=1>[CH3:1][O:2][C:3]1[C:11]2[O:10][CH:9]=[C:8]([CH2:15][C:13]#[N:14])[C:7]=2[CH:6]=[CH:5][CH:4]=1 |f:2.3|. Reported procedure: The solution of 7-methoxy-1-benzofuran-3(2H)-one (reference) (7.5 g, 0.046 mol), cyanoacetic acid (19.55 g, 0.23 mol) and ammonium acetate (7.08 g, 0.092 mol) in xylene was refluxed for 16-18 h. using dean stark apparatus. Xylene was removed under diminished pressure. Brown black residue was taken in ethyl acetate, washed with water and concentrated. On purification on silica gel it yielded (7-methoxy-1-benzofuran-3-yl)acetonitrile (30%). Reactants: O=c1c2cc(Br)ccc2oc2ncccc12, O=C([O-])[O-], CC(C)(C)OC(=O)N1CC2CNCC2C1, Cc1ccccc1, [Cs+], [Cs+]. Yields the product CC(C)(C)OC(=O)N1CC2CN(c3ccc4oc5ncccc5c(=O)c4c3)CC2C1. Reaction SMILES: [Br:22][c:23]1[cH:24][c:25]2[c:26](=[O:37])[c:27]3[cH:28][cH:29][cH:30][n:31][c:32]3[o:33][c:34]2[cH:35][cH:36]1.[C:16](=[O:17])([O-:18])[O-:19].[C:1](=[O:2])([O:3][C:4]([CH3:5])([CH3:6])[CH3:7])[N:8]1[CH2:9][CH:10]2[CH2:11][NH:12][CH2:13][CH:14]2[CH2:15]1.[CH3:38][c:39]1[cH:40][cH:41][cH:42][cH:43][cH:44]1.[Cs+:20].[Cs+:21]>>[C:1](=[O:2])([O:3][C:4]([CH3:5])([CH3:6])[CH3:7])[N:8]1[CH2:9][CH:10]2[CH2:11][N:12]([c:23]3[cH:24][c:25]4[c:26](=[O:37])[c:27]5[cH:28][cH:29][cH:30][n:31][c:32]5[o:33][c:34]4[cH:35][cH:36]3)[CH2:13][CH:14]2[CH2:15]1.